Dataset: the Open Reaction Database (ORD), a public repository of structured organic reaction records. Task: describe an organic reaction: reactants, conditions, products, and yield Reactants: FC(C=1C=C(CBr)C=CC1)(F)F (3-(trifluoromethyl)benzyl bromide), [H-].[Na+] (NaH), C(C1=CC=CC=C1)OC(NC1=CN=C2N(C1=O)C(CC2)C(NCC2=CC=C(C=C2)C(=N)NC(=O)OC(C)(C)C)=O)=O ({6-[4-(tert-butoxycarbonylamino-imino-methyl)-benzylcarbamoyl]-4-oxo-4,6,7,8-tetrahydro-pyrrolo[1,2-a]pyrimidin-3-yl}-carbamic acid benzyl ester), C1CCOC1 (THF). Reagents/catalysts: CCCC[N+](CCCC)(CCCC)CCCC.[I-] (TBAI). Conditions: time 15 hour. The product is C(C1=CC=CC=C1)OC(=O)N(C1=CN=C2N(C1=O)[C@@H](CC2)C(=O)O)CC2=CC(=CC=C2)C(F)(F)F ((S)-3-{[(benzyloxy)carbonyl][3-(trifluoromethyl)benzyl]amino}-4-oxo-4,6,7,8-tetrahydropyrrolo[1,2-a]pyrimidine-6-carboxylic acid). Isolated yield 93.0%. Reaction SMILES: [CH2:1]([O:8][C:9](=[O:41])[NH:10][C:11]1[C:16](=[O:17])[N:15]2[CH:18]([C:21](=[O:40])NCC3C=CC(C(NC(OC(C)(C)C)=O)=N)=CC=3)[CH2:19][CH2:20][C:14]2=[N:13][CH:12]=1)[C:2]1[CH:7]=[CH:6][CH:5]=[CH:4][CH:3]=1.[F:42][C:43]([F:53])([F:52])[C:44]1[CH:45]=[C:46]([CH:49]=[CH:50][CH:51]=1)[CH2:47]Br.[H-].[Na+].C1C[O:59]CC1>CCCC[N+](CCCC)(CCCC)CCCC.[I-]>[CH2:1]([O:8][C:9]([N:10]([CH2:47][C:46]1[CH:49]=[CH:50][CH:51]=[C:44]([C:43]([F:53])([F:52])[F:42])[CH:45]=1)[C:11]1[C:16](=[O:17])[N:15]2[C@H:18]([C:21]([OH:59])=[O:40])[CH2:19][CH2:20][C:14]2=[N:13][CH:12]=1)=[O:41])[C:2]1[CH:7]=[CH:6][CH:5]=[CH:4][CH:3]=1 |f:2.3,5.6|. Procedure details: To a mixture of acid 1i (4.50 g, 13.7 mmol) in 70 mL THF at 0° C., was added 3-(trifluoromethyl)benzyl bromide (8.35 mL, 54.7 mmol), NaH (60% dispersion in oil, 1.64 g, 41.4 mmol), and TBAI (100 mg, catalytic). The reaction was stirred at rt for 15 h, then quenched with the addition of 50 mL H2O. The volatile solvents were removed by rotary evaporation and the aqueous solution obtained was partitioned with Et2O. The organic phase was extracted with 20% sat. NaHCO3 (3×). The combined aqueous extr... Starting materials: Cl (hydrochloric acid), N(=[N+]=[N-])CC=1CS[C@H]2N(C1C(=O)O)C(C2NC(C(=NOC(C)(OC)C)C=2N=C(SC2)NC(C2=CC=CC=C2)(C2=CC=CC=C2)C2=CC=CC=C2)=O)=O (3-azidomethyl-7-[2-(2-tritylamino-4-thiazolyl)-2-(1-methyl-1-methoxyethoxyimino)-acetamido]-ceph-3-eme-4-carboxylic acid), C([O-])([O-])=O.[K+].[K+] (potassium carbonate), C(C(C)(C)C)(=O)OCI (Iodomethyl pivalate). The solvent is O (water), CN(C=O)C (dimethylformamide). Run at temperature 20 celsius, time 10 minute. Yields the product N(=[N+]=[N-])CC=1CS[C@H]2N(C1C(=O)OCOC(C(C)(C)C)=O)C(C2NC(C(=NOC(C)(OC)C)C=2N=C(SC2)NC(C2=CC=CC=C2)(C2=CC=CC=C2)C2=CC=CC=C2)=O)=O (pivaloyloxymethyl 3-azidomethyl-7-[2-(2-tritylamino-4-thiazolyl)-2-(1-methyl-1-methoxy-ethoxyimino)-acetamido]-ceph-3-eme-4-carboxylate). RXN SMILES: [N:1]([CH2:4][C:5]1[CH2:6][S:7][C@@H:8]2[CH:15]([NH:16][C:17](=[O:51])[C:18]([C:26]3[N:27]=[C:28]([NH:31][C:32]([C:45]4[CH:50]=[CH:49][CH:48]=[CH:47][CH:46]=4)([C:39]4[CH:44]=[CH:43][CH:42]=[CH:41][CH:40]=4)[C:33]4[CH:38]=[CH:37][CH:36]=[CH:35][CH:34]=4)[S:29][CH:30]=3)=[N:19][O:20][C:21]([CH3:25])([O:23][CH3:24])[CH3:22])[C:14](=[O:52])[N:9]2[C:10]=1[C:11]([OH:13])=[O:12])=[N+:2]=[N-:3].C(=O)([O-])[O-].[K+].[K+].[C:59]([O:65][CH2:66]I)(=[O:64])[C:60]([CH3:63])([CH3:62])[CH3:61].Cl>O.CN(C)C=O>[N:1]([CH2:4][C:5]1[CH2:6][S:7][C@@H:8]2[CH:15]([NH:16][C:17](=[O:51])[C:18]([C:26]3[N:27]=[C:28]([NH:31][C:32]([C:39]4[CH:40]=[CH:41][CH:42]=[CH:43][CH:44]=4)([C:45]4[CH:50]=[CH:49][CH:48]=[CH:47][CH:46]=4)[C:33]4[CH:34]=[CH:35][CH:36]=[CH:37][CH:38]=4)[S:29][CH:30]=3)=[N:19][O:20][C:21]([CH3:22])([O:23][CH3:24])[CH3:25])[C:14](=[O:52])[N:9]2[C:10]=1[C:11]([O:13][CH2:66][O:65][C:59](=[O:64])[C:60]([CH3:63])([CH3:62])[CH3:61])=[O:12])=[N+:2]=[N-:3] |f:1.2.3|. Reported procedure: A suspension of 739 mg of the syn isomer of 3-azidomethyl-7-[2-(2-tritylamino-4-thiazolyl)-2-(1-methyl-1-methoxyethoxyimino)-acetamido]-ceph-3-eme-4-carboxylic acid, 76 g of potassium carbonate and 3 ml of dimethylformamide was stirred for 10 minutes at 20° C. and after cooling the mixture to 0° to 5° C., the suspension of Step A was slowly added thereto. The mixture was stirred at 0° to 5° C. for 30 minutes and then at 20° C. for one hour and a mixture of 40 ml of water and 1.5 ml of N hydrochl... Reactants: C(=O)([O-])[O-].[K+].[K+] (K2CO3), Cl.ClC=1SC=2C(=NC=CC2)N1 (2-chloro[1,3]thiazolo[4,5-b]pyridine hydrochloride), OCC1=CC=C(C=C1)O (4-hydroxymethyl-phenol). Run in CC#N (CH3CN). Reaction conditions: temperature 50 celsius, time 3 hour. The product is S1C(=NC2=NC=CC=C21)OC2=CC=C(C=C2)CO ([4-([1,3]Thiazolo[4,5-b]pyridin-2-yloxy)phenyl]methanol). The yield is 99.0%. As a reaction SMILES: Cl.Cl[C:3]1[S:4][C:5]2[C:6]([N:11]=1)=[N:7][CH:8]=[CH:9][CH:10]=2.C([O-])([O-])=O.[K+].[K+].[OH:18][CH2:19][C:20]1[CH:25]=[CH:24][C:23]([OH:26])=[CH:22][CH:21]=1>CC#N>[S:4]1[C:5]2[C:6](=[N:7][CH:8]=[CH:9][CH:10]=2)[N:11]=[C:3]1[O:26][C:23]1[CH:24]=[CH:25][C:20]([CH2:19][OH:18])=[CH:21][CH:22]=1 |f:0.1,2.3.4|. Procedure: To a suspension of 2-chloro[1,3]thiazolo[4,5-b]pyridine hydrochloride (1.0 equiv.) in CH3CN (0.25 M), was added K2CO3 (powder, 325 mesh; 2.1 equiv.). The mixture was stirred at 50° C. under N2 for 3 h prior to the addition of 4-hydroxymethyl-phenol (1.0 equiv.). The reaction mixture was heated at reflux for 3 h and cooled to rt. Some product precipitated out from the reaction solution and was dissolved by adding CH2Cl2. The insoluble inorganic salt was then filtered off and washed with CH2Cl2. T... Starting materials: C(C)(=O)Cl (acetyl chloride), [Cl-].[NH4+] (ammonium chloride), NC1=C(C#N)C(=C(C(=C1O)F)Br)C (2-amino-5-bromo-4-fluoro-3-hydroxy-6-methylbenzonitrile). The reagents and catalysts are C(C)(C)N(CC)C(C)C (Diisopropylethylamine). Solvent: C(C)(=O)OCC (ethyl acetate). Run at time 14 hour. The product is BrC=1C(=C2C(N=C(O2)C)=C(C1C)C#N)F (6-Bromo-7-fluoro-2,5-dimethyl-1,3-benzoxazole-4-carbonitrile). Yield: 72.8%. Reaction SMILES: [NH2:1][C:2]1[C:9]([OH:10])=[C:8]([F:11])[C:7]([Br:12])=[C:6]([CH3:13])[C:3]=1[C:4]#[N:5].[C:14](Cl)(=O)[CH3:15].[Cl-].[NH4+]>C(N(C(C)C)CC)(C)C.C(OCC)(=O)C>[Br:12][C:7]1[C:8]([F:11])=[C:9]2[O:10][C:14]([CH3:15])=[N:1][C:2]2=[C:3]([C:4]#[N:5])[C:6]=1[CH3:13] |f:2.3|. Procedure: Diisopropylethylamine (22 ml, 0.126 mmol) was added to an ethyl acetate (400 ml) solution of 2-amino-5-bromo-4-fluoro-3-hydroxy-6-methylbenzonitrile (I-75) (8.85 g, 36.1 mmol), cooled with ice, then acetyl chloride (3.85 ml, 54.2 mmol) was dropwise added, followed by stirring as such for 14 hours with gradually heating up to room temperature. With cooling with ice, aqueous saturated ammonium chloride solution was added, and the organic layer was collected. This was washed with saturated brine, d... The reactants are COc1ccc(CCl)cc1, CN(C)C=O, [I-], [K+], Cc1cc2cn[nH]c2c(C(=O)O)c1N. The product is COc1ccc(Cn2cc3cc(C)c(N)c(C(=O)O)c3n2)cc1. As a reaction SMILES: [CH3:15][O:16][c:17]1[cH:18][cH:19][c:20]([CH2:21][Cl:22])[cH:23][cH:24]1.[CH3:27][N:28]([CH3:29])[CH:30]=[O:31].[I-:26].[K+:25].[NH2:1][c:2]1[c:3]([CH3:14])[cH:4][c:5]2[cH:6][n:7][nH:8][c:9]2[c:10]1[C:11](=[O:12])[OH:13]>>[NH2:1][c:2]1[c:3]([CH3:14])[cH:4][c:5]2[cH:6][n:7]([CH2:21][c:20]3[cH:19][cH:18][c:17]([O:16][CH3:15])[cH:24][cH:23]3)[n:8][c:9]2[c:10]1[C:11](=[O:12])[OH:13].